Dataset: the Open Reaction Database (ORD), a public repository of structured organic reaction records. Task: describe an organic reaction: reactants, conditions, products, and yield Starting materials: O=C1C=C2CC[C@H]3[C@@H]4CC[C@H]([C@@H](C=CC(=O)OCC)C)[C@]4(CC[C@@H]3[C@]2(CC1)C)C (Ethyl 3-oxo-4,22-choladienate), [OH-].[K+] (potassium hydroxide). The reagents and catalysts are [Pd] (Palladium on carbon). Solvent: C(C)O (ethanol). Conditions: time 3 day. Yields the product O=C1C[C@H]2CC[C@H]3[C@@H]4CC[C@H]([C@@H](CCC(=O)O)C)[C@]4(CC[C@@H]3[C@]2(CC1)C)C (3-oxo-5β-cholan-24-oic acid). The yield is 93.5%. RXN SMILES: [O:1]=[C:2]1[CH2:27][CH2:26][C@@:25]2([CH3:28])[C:4]([CH2:5][CH2:6][C@@H:7]3[C@@H:24]2[CH2:23][CH2:22][C@@:21]2([CH3:29])[C@H:8]3[CH2:9][CH2:10][C@@H:11]2[C@H:12]([CH3:20])[CH:13]=[CH:14][C:15]([O:17]CC)=[O:16])=[CH:3]1.[OH-].[K+]>C(O)C.[Pd]>[O:1]=[C:2]1[CH2:27][CH2:26][C@@:25]2([CH3:28])[C@H:4]([CH2:5][CH2:6][C@@H:7]3[C@@H:24]2[CH2:23][CH2:22][C@@:21]2([CH3:29])[C@H:8]3[CH2:9][CH2:10][C@@H:11]2[C@H:12]([CH3:20])[CH2:13][CH2:14][C:15]([OH:17])=[O:16])[CH2:3]1 |f:1.2|. Procedure: Ethyl 3-oxo-4,22-choladienate (2.39 g) was dissolved in 99% ethanol (170 ml) containing 0.9 g of potassium hydroxide. 10% Palladium on carbon containing 50% H2O (0.16 g) was added and the mixture was hydrogenated at room temperature and 1 atmosphere for about 3 hours (280 ml hydrogen was consumed). The catalyst was removed by filtration and water (20 ml) was added. After stirring for 3 days, acetic acid was added to pH 4, the solution was concentrated under reduced pressure to about 10 ml, and 2... Starting materials: NN1C(C2=CC=CC=C2C(=N1)C1=CC=C(C=C1)Cl)=O (2-amino-4-(4-chlorophenyl)phthalazin-1(2H)-one), C1(=CC=CC=C1)CC(=O)Cl (2-phenylacetyl chloride). The product is ClC1=CC=C(C=C1)C1=NN(C(C2=CC=CC=C12)=O)NC(CC1=CC=CC=C1)=O (N-[4-(4-chlorophenyl)-1-oxophthalazin-2(1H)-yl]-2-phenylacetamide). As a reaction SMILES: [NH2:1][N:2]1[N:11]=[C:10]([C:12]2[CH:17]=[CH:16][C:15]([Cl:18])=[CH:14][CH:13]=2)[C:9]2[C:4](=[CH:5][CH:6]=[CH:7][CH:8]=2)[C:3]1=[O:19].[C:20]1([CH2:26][C:27](Cl)=[O:28])[CH:25]=[CH:24][CH:23]=[CH:22][CH:21]=1>>[Cl:18][C:15]1[CH:16]=[CH:17][C:12]([C:10]2[C:9]3[C:4](=[CH:5][CH:6]=[CH:7][CH:8]=3)[C:3](=[O:19])[N:2]([NH:1][C:27](=[O:28])[CH2:26][C:20]3[CH:25]=[CH:24][CH:23]=[CH:22][CH:21]=3)[N:11]=2)=[CH:13][CH:14]=1. Procedure details: The product of Example 86A and 2-phenylacetyl chloride were treated as in Example 53 to give the title compound. 1H NMR (300 MHz, DMSO-d6) δ ppm 11.70 (s, 1H), 8.39-8.44 (m, 1H), 7.85-8.05 (m, 2H), 7.69-7.76 (m, 1H), 7.59-7.66 (m, 4H), 7.21-7.41 (m, 5H), 3.69 (s, 2H); MS (ESI+) M/Z 390 (M+H)+. The reactants are [OH-].[Na+] (sodium hydroxide), ON1N=NC2=C1C=C(C=C2)C(O)C2=CC=CC=C2 (1-hydroxy-α-phenyl-1H-benzotriazole-6-methanol). Solvent: CO (methanol). Conditions: temperature 50 celsius, time 30 minute. Product: C(CCC)ON1N=NC2=C1C=C(C=C2)C(O)C2=CC=CC=C2 (1-butoxy-α-phenyl-1H-benzotriazole-6-methanol). Yield: 87.4%. Reaction SMILES: [OH-].[Na+].[OH:3][N:4]1[C:8]2[CH:9]=[C:10]([CH:13]([C:15]3[CH:20]=[CH:19][CH:18]=[CH:17][CH:16]=3)[OH:14])[CH:11]=[CH:12][C:7]=2[N:6]=[N:5]1>CO>[CH2:12]([O:3][N:4]1[C:8]2[CH:9]=[C:10]([CH:13]([C:15]3[CH:16]=[CH:17][CH:18]=[CH:19][CH:20]=3)[OH:14])[CH:11]=[CH:12][C:7]=2[N:6]=[N:5]1)[CH2:7][CH2:8][CH3:9] |f:0.1|. Procedure details: To a stirred solution of 1.2 parts of sodium hydroxide in 40 parts of methanol were added 7.8 parts of 1-hydroxy-α-phenyl-1H-benzotriazole-6-methanol. After concentration, 18 parts of methylbenzene were added to the concentrate. The solvent was evaporated again and the residue was dissolved in 27 parts of N,N-dimethylformamide. 5.52 Parts of 1-iodobutane were added at once and the whole was stirred for 30 minutes at 50° C. After concentration, 30 parts of water were added. The solidified product... Reactants: CC[BH-](CC)CC, COc1nc(C(=O)O)c(C)nc1NS(=O)(=O)c1cccc(Cl)c1Cl, [Li+], C1CCOC1. The product is COc1nc(CO)c(C)nc1NS(=O)(=O)c1cccc(Cl)c1Cl. As a reaction SMILES: [CH2:25]([BH-:26]([CH2:27][CH3:28])[CH2:29][CH3:30])[CH3:31].[Cl:1][c:2]1[c:3]([S:9](=[O:10])(=[O:11])[NH:12][c:13]2[n:14][c:15]([CH3:24])[c:16]([C:21](=[O:22])[OH:23])[n:17][c:18]2[O:19][CH3:20])[cH:4][cH:5][cH:6][c:7]1[Cl:8].[Li+:32].[O:33]1[CH2:34][CH2:35][CH2:36][CH2:37]1>>[Cl:1][c:2]1[c:3]([S:9](=[O:10])(=[O:11])[NH:12][c:13]2[n:14][c:15]([CH3:24])[c:16]([CH2:21][OH:22])[n:17][c:18]2[O:19][CH3:20])[cH:4][cH:5][cH:6][c:7]1[Cl:8]. Reactants: [BH4-].[Li+] (lithium borohydride), CC=1C=C(C(=O)OC)C=CC1Br (methyl 3-methyl-4-bromobenzoate), [Cl-].[NH4+] (ammonium chloride). Solvent: O1CCCC1 (tetrahydrofuran). Reaction conditions: temperature 60 celsius, time 12 hour. The product is BrC1=C(C=C(C=C1)CO)C ((4-bromo-3-methylphenyl)methanol). Yield: 104.1%. Reaction SMILES: [BH4-].[Li+].[CH3:3][C:4]1[CH:5]=[C:6]([CH:11]=[CH:12][C:13]=1[Br:14])[C:7](OC)=[O:8].[Cl-].[NH4+]>O1CCCC1>[Br:14][C:13]1[CH:12]=[CH:11][C:6]([CH2:7][OH:8])=[CH:5][C:4]=1[CH3:3] |f:0.1,3.4|. Reported procedure: 284 mg (12.9 mmol, 3 eq) of lithium borohydride are added to a solution of 1.0 g (4.3 mmol, 1 eq) of methyl 3-methyl-4-bromobenzoate in 10 ml of tetrahydrofuran. The reaction mixture is stirred at 60° C. for 12 hours. The reaction medium is hydrolyzed with ammonium chloride solution and extracted with ethyl acetate. The organic phases are combined, washed with sodium chloride solution and dried over sodium sulfate. 900 mg of (4-bromo-3-methylphenyl)methanol are obtained in oil form and used in t... The reactants are CC(C)(C)OC(=O)CBr, COC(=O)CCCC(=O)[O-], C1CCOC1, [Li]CCCC, CN(C)P(=O)(N(C)C)N(C)C, CC(C)NC(C)C. The product is COC(=O)C(CCC(=O)O)CC(=O)OC(C)(C)C. As a reaction SMILES: [Br:23][CH2:24][C:25](=[O:26])[O:27][C:28]([CH3:29])([CH3:30])[CH3:31].[C:13]([CH2:14][CH2:15][CH2:16][C:17](=[O:18])[O-:19])(=[O:20])[O:21][CH3:22].[CH2:32]1[O:33][CH2:34][CH2:35][CH2:36]1.[CH3:1][CH2:2][CH2:3][CH2:4][Li:5].[CH3:37][N:38]([CH3:39])[P:40]([N:41]([CH3:42])[CH3:43])([N:44]([CH3:45])[CH3:46])=[O:47].[CH:6]([NH:7][CH:8]([CH3:9])[CH3:10])([CH3:11])[CH3:12]>>[C:13]([CH:14]([CH2:15][CH2:16][C:17](=[O:18])[OH:19])[CH2:24][C:25](=[O:26])[O:27][C:28]([CH3:29])([CH3:30])[CH3:31])(=[O:20])[O:21][CH3:22]. Starting materials: BrC=1C=NN(C1OC)C1=NC=C(C(=O)NCC2CCOCC2)C=C1 (6-(4-bromo-5-methoxy-1H-pyrazol-1-yl)-N-((tetrahydro-2H-pyran-4-yl)methyl)nicotinamide), Cl.CN(C1=NC=CC(=C1)B1OC(C(O1)(C)C)(C)C)C (N,N-dimethyl-4-(4,4,5,5-tetramethyl-1,3,2-dioxaborolan-2-yl)pyridin-2-amine hydrochloride), C([O-])(O)=O.[Na+] (sodium bicarbonate). Reagents/catalysts: C1=CC=C(C=C1)P([C-]2C=CC=C2)C3=CC=CC=C3.C1=CC=C(C=C1)P([C-]2C=CC=C2)C3=CC=CC=C3.Cl[Pd]Cl.[Fe+2].C(Cl)Cl (PdCl2(dppf) CH2Cl2), C1=CC=C(C=C1)P([C-]2C=CC=C2)C3=CC=CC=C3.C1=CC=C(C=C1)P([C-]2C=CC=C2)C3=CC=CC=C3.Cl[Pd]Cl.[Fe+2].C(Cl)Cl (PdCl2(dppf) CH2Cl2). Solvent: O1CCOCC1 (dioxane), O (water), CCOC(=O)C (EtOAc). Reaction conditions: temperature 110 celsius, time 1 hour. Yields the product CN(C1=NC=CC(=C1)C=1C=NN(C1OC)C1=NC=C(C(=O)NCC2CCOCC2)C=C1)C (6-(4-(2-(dimethylamino)pyridin-4-yl)-5-methoxy-1H-pyrazol-1-yl)-N-((tetrahydro-2H-pyran-4-yl)methyl)nicotinamide). RXN SMILES: Br[C:2]1[CH:3]=[N:4][N:5]([C:9]2[CH:24]=[CH:23][C:12]([C:13]([NH:15][CH2:16][CH:17]3[CH2:22][CH2:21][O:20][CH2:19][CH2:18]3)=[O:14])=[CH:11][N:10]=2)[C:6]=1[O:7][CH3:8].Cl.[CH3:26][N:27]([CH3:43])[C:28]1[CH:33]=[C:32](B2OC(C)(C)C(C)(C)O2)[CH:31]=[CH:30][N:29]=1.C(=O)(O)[O-].[Na+]>O1CCOCC1.O.CCOC(C)=O.C1C=CC(P(C2C=CC=CC=2)[C-]2C=CC=C2)=CC=1.C1C=CC(P(C2C=CC=CC=2)[C-]2C=CC=C2)=CC=1.Cl[Pd]Cl.[Fe+2].C(Cl)Cl>[CH3:26][N:27]([CH3:43])[C:28]1[CH:33]=[C:32]([C:2]2[CH:3]=[N:4][N:5]([C:9]3[CH:24]=[CH:23][C:12]([C:13]([NH:15][CH2:16][CH:17]4[CH2:22][CH2:21][O:20][CH2:19][CH2:18]4)=[O:14])=[CH:11][N:10]=3)[C:6]=2[O:7][CH3:8])[CH:31]=[CH:30][N:29]=1 |f:1.2,3.4,8.9.10.11.12|. Reported procedure: Combined 6-(4-bromo-5-methoxy-1H-pyrazol-1-yl)-N-((tetrahydro-2H-pyran-4-yl)methyl)nicotinamide (80 mg, 0.202 mmol), N,N-dimethyl-4-(4,4,5,5-tetramethyl-1,3,2-dioxaborolan-2-yl)pyridin-2-amine hydrochloride (173 mg, 0.607 mmol), PdCl2(dppf)-CH2Cl2 adduct (16.53 mg, 0.020 mmol) and sodium bicarbonate (136 mg, 1.619 mmol) in dioxane (0.6 mL) and water (0.15 mL) was let stir for 15 min. The mixture was then capped and heated at 110° C. for 1 h in the microwave. Additional PdCl2(dppf)-CH2Cl2 adduct ...